Dataset: the Open Reaction Database (ORD), a public repository of structured organic reaction records. Task: describe an organic reaction: reactants, conditions, products, and yield Starting materials: C(C)(C)(C)OC(=O)NN=CC1=CC=C(CN(C(NCC(=O)OCC)=O)OCC2=CC=CC=C2)C=C1 (ethyl (3-(4-(tert-butyloxycarbonylaminoiminomethyl)benzyl)-3-benzyloxyureido)acetate), [OH-].[Na+] (NaOH), O (water). Solvent: C(C)O (ethanol). Run at time 18 hour. Yields the product C(C)(C)(C)OC(=O)NN=CC1=CC=C(CN(C(NCC(=O)[O-])=O)OCC2=CC=CC=C2)C=C1.[Na+] (Sodium (3-(4-(tert-butyloxycarbonylaminoiminomethyl)benzyl)-3-benzyloxyureido)acetate). Reaction SMILES: [C:1]([O:5][C:6]([NH:8][N:9]=[CH:10][C:11]1[CH:35]=[CH:34][C:14]([CH2:15][N:16]([O:26][CH2:27][C:28]2[CH:33]=[CH:32][CH:31]=[CH:30][CH:29]=2)[C:17](=[O:25])[NH:18][CH2:19][C:20]([O:22]CC)=[O:21])=[CH:13][CH:12]=1)=[O:7])([CH3:4])([CH3:3])[CH3:2].[OH-].[Na+:37].O>C(O)C>[C:1]([O:5][C:6]([NH:8][N:9]=[CH:10][C:11]1[CH:35]=[CH:34][C:14]([CH2:15][N:16]([O:26][CH2:27][C:28]2[CH:33]=[CH:32][CH:31]=[CH:30][CH:29]=2)[C:17](=[O:25])[NH:18][CH2:19][C:20]([O-:22])=[O:21])=[CH:13][CH:12]=1)=[O:7])([CH3:4])([CH3:2])[CH3:3].[Na+:37] |f:1.2,5.6|. Procedure: 2.78 g (5.74 mmol) of ethyl (3-(4-(tert-butyloxycarbonylaminoiminomethyl)benzyl)-3-benzyloxyureido)acetate in 50 ml of ethanol are treated with 0.23 g (5.74 mmol) of NaOH and 1.2 ml of water and the mixture is stirred at room temperature for 18 h. The solvent is removed in vacuo and the residue is freeze-dried.